The task is: describe an organic reaction: reactants, conditions, products, and yield. This data is from the Open Reaction Database (ORD), a public repository of structured organic reaction records. The reactants are C(=O)C1=CC(=C(C#N)C=C1C)OC (4-formyl-2-methoxy-5-methylbenzonitrile), [H-].[Na+] (NaH), [I-].C[S+](C)C (trimethylsulfonium iodide). Solvent: C1CCOC1 (THF), C1CCOC1 (THF), CS(=O)C (DMSO). Reaction conditions: temperature 0 celsius, time 20 minute. Yields the product COC1=C(C#N)C=C(C(=C1)C1OC1)C (2-methoxy-5-methyl-4-(oxiran-2-yl)benzonitrile). Reaction SMILES: [H-].[Na+].[I-].[CH3:4][S+](C)C.[CH:8]([C:10]1[C:17]([CH3:18])=[CH:16][C:13]([C:14]#[N:15])=[C:12]([O:19][CH3:20])[CH:11]=1)=[O:9]>C1COCC1.CS(C)=O>[CH3:20][O:19][C:12]1[CH:11]=[C:10]([CH:8]2[CH2:4][O:9]2)[C:17]([CH3:18])=[CH:16][C:13]=1[C:14]#[N:15] |f:0.1,2.3|. Procedure: To a cool solution of NaH (1.20 g, 30.0 mmol) in THF (300 ml) was added dropwise a solution of trimethylsulfonium iodide (8.74 g, 42.8 mmol) in DMSO (80 mL). The resulting mixture was stirred at 0° C. under N2 for 20 min. The solution of 4-formyl-2-methoxy-5-methylbenzonitrile (5.00 g, 28.5 mmol) in THF (60 mL) was added. The resulting reaction mixture was stirred at 0° C. under N2 for 1 hr, and then it was warmed gradually to room temperature and stirred at that temperature for 12 hr. The start...